The task is: describe an organic reaction: reactants, conditions, products, and yield. This data is from the Open Reaction Database (ORD), a public repository of structured organic reaction records. Reactants: N1C=NC=C1 (1H-imidazole), Cl[Si](C)(C)C(C)(C)C (chloro(1,1-dimethylethyl)dimethylsilane), COCOC=1C=C(C=CC1)CO ((3-{[(methyloxy)methyl]oxy}phenyl)methanol), COCOC=1C=C(C=CC1)CO ((3-{[(methyloxy)methyl]oxy}phenyl)methanol). Run in ClCCl (dichloromethane). Product: CC(C)(C)[Si](OCC1=CC(=CC=C1)OCOC)(C)C ((1,1-dimethylethyl)(dimethyl){[(3-{[(methyloxy)methyl]oxy}phenyl)methyl]oxy}silane). Isolated yield 102.2%. RXN SMILES: N1C=CN=C1.Cl[Si:7]([C:10]([CH3:13])([CH3:12])[CH3:11])([CH3:9])[CH3:8].[CH3:14][O:15][CH2:16][O:17][C:18]1[CH:19]=[C:20]([CH2:24][OH:25])[CH:21]=[CH:22][CH:23]=1>ClCCl>[CH3:11][C:10]([Si:7]([CH3:9])([CH3:8])[O:25][CH2:24][C:20]1[CH:21]=[CH:22][CH:23]=[C:18]([O:17][CH2:16][O:15][CH3:14])[CH:19]=1)([CH3:13])[CH3:12]. Reported procedure: In a 100 ml round-bottomed flask (3-{[(methyloxy)methyl]oxy}phenyl)methanol (Intermediate 95, 3.5 g) was dissolved in dichloromethane (20 ml) to give a colourless solution. 1H-imidazole (1.700 g, 24.97 mmol) and chloro(1,1-dimethylethyl)dimethylsilane (3.64 g, 24.14 mmol) were added. The reaction mixture immediately became a white suspension and was stirred at room temperature. After overnight stirring the reaction was completed. The reaction mixture was then quenched with 10 ml of water and dil... The reactants are ClC=1C=CC=2N(C(C3=C(N(C2N1)CC)N=CC(=C3)\C=C\C3=CC=NC=C3)=O)C (2-chloro-5,11-dihydro-11-ethyl-8-[trans-2-(4-pyridyl)ethen-1-yl]-5-methyl-6H-dipyrido[3,2-b:2',3'-e][1,4]diazepin-6-one), [PH2](=O)[O-].[Na+] (sodium hypophosphite). The reagents and catalysts are [Pd] (palladium black). Solvent: O1CCOCC1 (1,4-dioxane), O (water). The product is ClC=1C=CC=2N(C(C3=C(N(C2N1)CC)N=CC(=C3)CCC3=CC=NC=C3)=O)C (2-Chloro-5,11-dihydro-11-ethyl-8-[2-(4-pyridyl)ethyl]-5-methyl-6H-dipyrido[3,2-b:2',3'-e][1,4]diazepin-6-one). The yield is 75.3%. Reaction SMILES: [Cl:1][C:2]1[CH:3]=[CH:4][C:5]2[N:6]([CH3:28])[C:7](=[O:27])[C:8]3[CH:18]=[C:17](/[CH:19]=[CH:20]/[C:21]4[CH:26]=[CH:25][N:24]=[CH:23][CH:22]=4)[CH:16]=[N:15][C:9]=3[N:10]([CH2:13][CH3:14])[C:11]=2[N:12]=1.[PH2]([O-])=O.[Na+]>O1CCOCC1.O.[Pd]>[Cl:1][C:2]1[CH:3]=[CH:4][C:5]2[N:6]([CH3:28])[C:7](=[O:27])[C:8]3[CH:18]=[C:17]([CH2:19][CH2:20][C:21]4[CH:26]=[CH:25][N:24]=[CH:23][CH:22]=4)[CH:16]=[N:15][C:9]=3[N:10]([CH2:13][CH3:14])[C:11]=2[N:12]=1 |f:1.2|. Procedure details: To a mixture of 2-chloro-5,11-dihydro-11-ethyl-8-[trans-2-(4-pyridyl)ethen-1-yl]-5-methyl-6H-dipyrido[3,2-b:2',3'-e][1,4]diazepin-6-one (2.3 g, 5.9 mmol) and palladium black (0.25 g) in 30 mL of 1,4-dioxane was added a solution of sodium hypophosphite (0.82 g 7.7 mmol) in 15 mL of water. The reaction mixture was heated at 80°-90° C. for 3 hours. The reaction mixture was then filtered through Celite and extracted with ethyl acetate. The product was purified by chromatography over silica gel, elut...